Dataset: the Open Reaction Database (ORD), a public repository of structured organic reaction records. Task: describe an organic reaction: reactants, conditions, products, and yield The reactants are CCCCCCCCCC1(C(=O)Cl)CCc2ccccc2C1, ClCCl, COc1cc(OC)c(N)c(OC)c1, CN(C)c1ccncc1. The product is CCCCCCCCCC1(C(=O)Nc2c(OC)cc(OC)cc2OC)CCc2ccccc2C1. Reaction SMILES: [CH2:1]([CH2:2][CH2:3][CH2:4][CH2:5][CH2:6][CH2:7][CH2:8][CH3:9])[C:10]1([C:20](=[O:21])[Cl:22])[CH2:11][c:12]2[cH:13][cH:14][cH:15][cH:16][c:17]2[CH2:18][CH2:19]1.[CH2:45]([Cl:46])[Cl:47].[CH3:23][O:24][c:25]1[c:26]([NH2:27])[c:28]([O:34][CH3:35])[cH:29][c:30]([O:32][CH3:33])[cH:31]1.[CH3:36][N:37]([CH3:38])[c:39]1[cH:40][cH:41][n:42][cH:43][cH:44]1>>[CH2:1]([CH2:2][CH2:3][CH2:4][CH2:5][CH2:6][CH2:7][CH2:8][CH3:9])[C:10]1([C:20](=[O:21])[NH:27][c:26]2[c:25]([O:24][CH3:23])[cH:31][c:30]([O:32][CH3:33])[cH:29][c:28]2[O:34][CH3:35])[CH2:11][c:12]2[cH:13][cH:14][cH:15][cH:16][c:17]2[CH2:18][CH2:19]1. The reactants are C(CCC)NCCCC (dibutylamine), CC1=CC(=NC=C1)N (4-Methyl-2-aminopyridine), β-bromo-α-keto-(4-chloropropoxy)propiophenone. The product is free base, CC=1N=C2N(C=CC=C2)C1 (methylimidazo[1,2-a]pyridine). Isolated yield 75.0%. Reaction SMILES: C[C:2]1[CH:7]=[CH:6][N:5]=[C:4]([NH2:8])[CH:3]=1.[CH2:9](NCCCC)[CH2:10][CH2:11]C>>[CH3:11][C:10]1[N:8]=[C:4]2[CH:3]=[CH:2][CH:7]=[CH:6][N:5]2[CH:9]=1. Reported procedure: 4-Methyl-2-aminopyridine (1.4 g, 12.5 mmol) was reacted with β-bromo-α-keto-(4-chloropropoxy)propiophenone as described in Example 8. The resulting product was reacted with dibutylamine as described in Example 8 to produce 2.9 g (75% yield) of the free base of the title compound which was converted to the HCl salt, mp 210° C. to 212° C. IR(KBr): 3460, 2640, 1650 cm-1. MS: 421 (M+). 1H NMR (CD3OD): δ8.89 (s, 1H), 8.77 (d, J=7.5 Hz, 2H), 8.12 (d, J=8.9 Hz, 2H), 7.77 (s, 1H), 7.48 (d, J=7.5 Hz, 2H)... Procedure: Treatment of (±)-(5-chloro-2-methyl-7-{[(trifluoromethyl)sulfonyl]oxy}-2,3-dihydro-1-benzofuran-2-yl)methyl 4-methylbenzenesulfonate (5.00 g, 10.0 mmol), thiophene-3-boronic acid (1.92 g, 15.0 mmol), dichloro[1,1′-bis(diphenylphosphino)ferrocene]palladium(II) dichloromethane adduct (0.82 g, 1.0 mmol), and potassium carbonate (2.76 g, 20.0 mmol) generally according to the procedure described for Intermediate 35 provided (±)-(5-chloro-2-methyl-7-thien-3-yl-2,3-dihydro-1-benzofuran-2-yl)methyl 4-me... Yields the product N(=[N+]=[N-])CC1(OC2=C(C1)C=C(C=C2C2=CSC=C2)Cl)C ((±)-2-(azidomethyl)-5-chloro-2-methyl-7-thien-3-yl-2,3-dihydro-1-benzofuran). Reagents/catalysts: C1=CC=C(C=C1)[PH+](C2=CC=CC=C2)[C]3[CH][CH][CH][CH]3.C1=CC=C(C=C1)[PH+](C2=CC=CC=C2)[C]3[CH][CH][CH][CH]3.C(Cl)Cl.Cl[Pd]Cl.[Fe] (dichloro[1,1′-bis(diphenylphosphino)ferrocene]palladium(II) dichloromethane adduct). Reaction SMILES: CC1C=CC(S(OCC2(C)CC3C=C(Cl)C=C(OS(C(F)(F)F)(=O)=O)C=3O2)(=O)=O)=CC=1.S1C=CC(B(O)O)=C1.C(=O)([O-])[O-].[K+].[K+].C(C1C=CC=CC=1B1OC(C)(C)C(C)(C)O1)(C)C.CC1C=CC(S(O[CH2:75][C:76]2([CH3:91])[CH2:80][C:79]3[CH:81]=[C:82]([Cl:90])[CH:83]=[C:84]([C:85]4[CH:89]=[CH:88][S:87][CH:86]=4)[C:78]=3[O:77]2)(=O)=O)=CC=1.S(C1C=CC(C)=CC=1)([O-])(=O)=O.[N-:103]=[N+:104]=[N-:105].[Na+]>C1C=CC([PH+]([C]2[CH][CH][CH][CH]2)C2C=CC=CC=2)=CC=1.C1C=CC([PH+]([C]2[CH][CH][CH][CH]2)C2C=CC=CC=2)=CC=1.C(Cl)Cl.Cl[Pd]Cl.[Fe]>[N:103]([CH2:75][C:76]1([CH3:91])[CH2:80][C:79]2[CH:81]=[C:82]([Cl:90])[CH:83]=[C:84]([C:85]3[CH:89]=[CH:88][S:87][CH:86]=3)[C:78]=2[O:77]1)=[N+:104]=[N-:105] |f:2.3.4,8.9,10.11.12.13.14,^1:111,112,113,114,115,129,130,131,132,133|. Reactants: CC1=CC=C(C=C1)S(=O)(=O)OCC1(OC2=C(C1)C=C(C=C2OS(=O)(=O)C(F)(F)F)Cl)C ((±)-(5-chloro-2-methyl-7-{[(trifluoromethyl)sulfonyl]oxy}-2,3-dihydro-1-benzofuran-2-yl)methyl 4-methylbenzenesulfonate), CC1=CC=C(C=C1)S(=O)(=O)OCC1(OC2=C(C1)C=C(C=C2C2=CSC=C2)Cl)C ((±)-(5-chloro-2-methyl-7-thien-3-yl-2,3-dihydro-1-benzofuran-2-yl)methyl 4-methylbenzenesulfonate), C(C)(C)C1=C(C=CC=C1)B1OC(C(O1)(C)C)(C)C (2-(2-isopropylphenyl)-4,4,5,5-tetramethyl-1,3,2-dioxaborolane), Intermediate 98, [N-]=[N+]=[N-].[Na+] (sodium azide), S1C=C(C=C1)B(O)O (thiophene-3-boronic acid), C([O-])([O-])=O.[K+].[K+] (potassium carbonate), S(=O)(=O)([O-])C1=CC=C(C)C=C1 (tosylate). Reactants: BrCC1=NC(=CC=C1)COC(C1=CC=CC=C1)(C1=CC=CC=C1)C1=CC=CC=C1 (2-bromomethyl-6-(triphenylmethoxymethyl)pyridine), [N-]=[N+]=[N-].[Na+] (sodium azide), O (water). Run in CN(C)C=O (DMF). Reaction conditions: time 20 hour. Yields the product N(=[N+]=[N-])CC1=NC(=CC=C1)COC(C1=CC=CC=C1)(C1=CC=CC=C1)C1=CC=CC=C1 (2-(Azidomethyl)-6-(triphenylmethoxymethyl)pyridine). Yield: 98.9%. As a reaction SMILES: Br[CH2:2][C:3]1[CH:8]=[CH:7][CH:6]=[C:5]([CH2:9][O:10][C:11]([C:24]2[CH:29]=[CH:28][CH:27]=[CH:26][CH:25]=2)([C:18]2[CH:23]=[CH:22][CH:21]=[CH:20][CH:19]=2)[C:12]2[CH:17]=[CH:16][CH:15]=[CH:14][CH:13]=2)[N:4]=1.[N-:30]=[N+:31]=[N-:32].[Na+].O>CN(C=O)C>[N:30]([CH2:2][C:3]1[CH:8]=[CH:7][CH:6]=[C:5]([CH2:9][O:10][C:11]([C:24]2[CH:29]=[CH:28][CH:27]=[CH:26][CH:25]=2)([C:18]2[CH:23]=[CH:22][CH:21]=[CH:20][CH:19]=2)[C:12]2[CH:17]=[CH:16][CH:15]=[CH:14][CH:13]=2)[N:4]=1)=[N+:31]=[N-:32] |f:1.2|. Procedure: A solution of 2-bromomethyl-6-(triphenylmethoxymethyl)pyridine (3.04 g, 6.84 mmol) in DMF (25 mL) was treated with sodium azide (650 mg, 10 mmol) and stirred at room temperature for 20 h. The reaction was poured into water (100 mL), extracted with EtOAc (2×50 mL) and the combined organic phase was washed with brine (25 mL), dried (MgSO4) and concentrated in vacuo to give the product (2.75 g, 99%) as a yellow oil; IR νmax (Film)/cm−1 3060, 2103, 1679, 1594, 1448, 1096 and 706; NMR δH (400 MHz, CD...